Dataset: the Open Reaction Database (ORD), a public repository of structured organic reaction records. Task: describe an organic reaction: reactants, conditions, products, and yield Reactants: C1(=CC=CC=C1)O (Phenol), C=O (formalin), [Cl-] (chloride), C1(=CC=CC=C1)O (phenol), [OH-].[Na+] (NaOH). The product is C=O.C1(=CC=CC=C1)O (phenol-formaldehyde). As a reaction SMILES: [C:1]1([OH:7])[CH:6]=[CH:5][CH:4]=[CH:3][CH:2]=1.[OH-].[Na+].C=O.[Cl-]>>[CH2:1]=[O:7].[C:1]1([OH:7])[CH:6]=[CH:5][CH:4]=[CH:3][CH:2]=1 |f:1.2,5.6|. Procedure details: Phenol was heated in an oven at about 70° C. for about 30 minutes, and then 1 g of the phenol was put into a microtube and a 20% NaOH aqueous solution of 200 μl was added dropwise. Then, a 37% formalin aqueous solution of 1 ml was added thereto for a reaction at about 70° C. for about 60 minutes. Thereafter, a 0.6 M chloride aqueous solution was dropped so as to neutralize pH to 7.0 and dried in a vacuum for about 24 hours and melted at a mass fraction of about 50% in ethanol to produce a phenol...